describe an organic reaction: reactants, conditions, products, and yield From a dataset of the Open Reaction Database (ORD), a public repository of structured organic reaction records. Starting materials: CC1=NOC(=C1)C1=CC=C(C=C1)C (3-Methyl-5-(4-methylphenyl)isoxazole). Reagents/catalysts: [Pt](=O)=O (platinum(IV) oxide). The solvent is C(C)O (ethanol). Run at time 12 hour. Product: NC(=CC(=O)C1=CC=C(C=C1)C)C (3-Amino-1-(4-methylphenyl)but-2-en-1-one). Reaction SMILES: [CH3:1][C:2]1[CH:6]=[C:5]([C:7]2[CH:12]=[CH:11][C:10]([CH3:13])=[CH:9][CH:8]=2)[O:4][N:3]=1>[Pt](=O)=O.C(O)C>[NH2:3][C:2]([CH3:1])=[CH:6][C:5]([C:7]1[CH:8]=[CH:9][C:10]([CH3:13])=[CH:11][CH:12]=1)=[O:4]. Procedure details: 3-Methyl-5-(4-methylphenyl)isoxazole (1 g, 5.77 mmol) is introduced into 20 ml of ethanol, platinum(IV) oxide catalyst (100 mg) is added, and the mixture is then hydrogenated under atmospheric hydrogen for 12 h. The catalyst is filtered off and the filtrate is concentrated. 1.02 g (100% of theory) of the title compound are obtained as a white solid. The reactants are CCO, O=[N+]([O-])c1ccc(N2CCC(N3CCCCC3)CC2)cc1. Yields the product Nc1ccc(N2CCC(N3CCCCC3)CC2)cc1. Reaction SMILES: [CH3:22][CH2:23][OH:24].[N+:1]([O-:2])(=[O:3])[c:4]1[cH:5][cH:6][c:7]([N:10]2[CH2:11][CH2:12][CH:13]([N:16]3[CH2:17][CH2:18][CH2:19][CH2:20][CH2:21]3)[CH2:14][CH2:15]2)[cH:8][cH:9]1>>[NH2:1][c:4]1[cH:5][cH:6][c:7]([N:10]2[CH2:11][CH2:12][CH:13]([N:16]3[CH2:17][CH2:18][CH2:19][CH2:20][CH2:21]3)[CH2:14][CH2:15]2)[cH:8][cH:9]1. Starting materials: C(C)(C)(C)OC(=O)NC1C=CCC(C1)(C(=O)OC)C (Methyl 5-(tert-butoxycarbonylamino)-1-methylcyclohex-3-enecarboxylate), C(C)(C)(C)OC(=O)NC1C=CCC(C1)(C(=O)OC)C (methyl 5-(tert-butoxycarbonylamino)-1-methylcyclohex-3-enecarboxylate). Reagents/catalysts: [Pd] (palladium on carbon). The solvent is CO (MeOH). Run at time 2 day. Product: C(C)(C)(C)OC(=O)NC1CCCC(C1)(C(=O)OC)C (methyl 5-(tert-butoxycarbonylamino)-1-methylcyclohexanecarboxylate). As a reaction SMILES: [C:1]([O:5][C:6]([NH:8][CH:9]1[CH2:14][C:13]([CH3:19])([C:15]([O:17][CH3:18])=[O:16])[CH2:12][CH:11]=[CH:10]1)=[O:7])([CH3:4])([CH3:3])[CH3:2]>CO.[Pd]>[C:1]([O:5][C:6]([NH:8][CH:9]1[CH2:14][C:13]([CH3:19])([C:15]([O:17][CH3:18])=[O:16])[CH2:12][CH2:11][CH2:10]1)=[O:7])([CH3:4])([CH3:3])[CH3:2]. Procedure: Methyl 5-(tert-butoxycarbonylamino)-1-methylcyclohex-3-enecarboxylate, 52f, (5.59 g, 20.75 mmol) was dissolved in 100 mL, of MeOH. To the stirred solution was added 5% palladium on carbon (1.11 g, 10.38 mmol) and the reaction was stirred under a hydrogen balloon for 2 days. The reaction was filtered through celite, and the filtrate was concentrated in vacuo and used without further purification. Reactants: C(C1=CC=CC=C1)ON1[C@@H]2CC[C@H](N(C1=O)C2)C(=O)N[C@@H]2CCN(CCC2)C(=O)OC(C)(C)C (tert-butyl (4S)-4-({[(2S,5R)-6-(benzyloxy)-7-oxo-1,6-diazabicyclo[3.2.1]oct-2-yl]carbonyl}amino)azepane-1-carboxylate). Reagents/catalysts: [Pd] (Palladium on carbon). Run in CO (methanol). Reaction conditions: time 3 hour. Product: ON1[C@@H]2CC[C@H](N(C1=O)C2)C(=O)N[C@@H]2CCN(CCC2)C(=O)OC(C)(C)C (tert-Butyl (4S)-4-({[(2S,5R)-6-hydroxy-7-oxo-1,6-diazabicyclo[3.2.1]oct-2-yl]carbonyl}amino)azepane-1-carboxylate). Isolated yield 35.5%. As a reaction SMILES: C([O:8][N:9]1[C:15](=[O:16])[N:14]2[CH2:17][C@H:10]1[CH2:11][CH2:12][C@H:13]2[C:18]([NH:20][C@H:21]1[CH2:27][CH2:26][CH2:25][N:24]([C:28]([O:30][C:31]([CH3:34])([CH3:33])[CH3:32])=[O:29])[CH2:23][CH2:22]1)=[O:19])C1C=CC=CC=1>[Pd].CO>[OH:8][N:9]1[C:15](=[O:16])[N:14]2[CH2:17][C@H:10]1[CH2:11][CH2:12][C@H:13]2[C:18]([NH:20][C@H:21]1[CH2:27][CH2:26][CH2:25][N:24]([C:28]([O:30][C:31]([CH3:34])([CH3:33])[CH3:32])=[O:29])[CH2:23][CH2:22]1)=[O:19]. Procedure details: Palladium on carbon (11.8 mg; 10% Pd/C) was added to a solution of tert-butyl (4S)-4-({[(2S,5R)-6-(benzyloxy)-7-oxo-1,6-diazabicyclo[3.2.1]oct-2-yl]carbonyl}amino)azepane-1-carboxylate (49.7 mg, 0.33 mmol) in methanol (1.5 mL) and the resulting mixture was stirred under hydrogen (balloon) for 3 hours. TLC analysis showed the reaction was complete. The reaction mixture was filtered through a microfilter and the filtrate was concentrated under vacuum to afford the impure title compound as a white ... The reactants are CS(=O)(=O)O, CCOC(C)=O, Cc1ccc(C(=O)NC2CC2)cc1-n1cnc2ccc(SCCN(C)C)cc2c1=O. The product is CS(=O)(=O)O, Cc1ccc(C(=O)NC2CC2)cc1-n1cnc2ccc(SCCN(C)C)cc2c1=O. As a reaction SMILES: [CH3:1][S:2]([OH:3])(=[O:4])=[O:5].[CH3:36][CH2:37][O:38][C:39](=[O:40])[CH3:41].[CH:6]1([NH:9][C:10]([c:11]2[cH:12][c:13](-[n:18]3[cH:19][n:20][c:21]4[cH:22][cH:23][c:24]([S:29][CH2:30][CH2:31][N:32]([CH3:33])[CH3:34])[cH:25][c:26]4[c:27]3=[O:28])[c:14]([CH3:17])[cH:15][cH:16]2)=[O:35])[CH2:7][CH2:8]1>>[CH3:1][S:2](=[O:3])(=[O:4])[OH:5].[CH:6]1([NH:9][C:10]([c:11]2[cH:12][c:13](-[n:18]3[cH:19][n:20][c:21]4[cH:22][cH:23][c:24]([S:29][CH2:30][CH2:31][N:32]([CH3:33])[CH3:34])[cH:25][c:26]4[c:27]3=[O:28])[c:14]([CH3:17])[cH:15][cH:16]2)=[O:35])[CH2:7][CH2:8]1. The reactants are CN(C(CC)=O)C (N,N-dimethylpropionamide), C (charcoal), P(=O)(Cl)(Cl)Cl (phosphorous oxychloride), NC=1C=C2N=C(C(=NC2=CC1)N1CCN(CC1)C)N1CCN(CC1)C (6-Amino-2,3-bis(4-methyl-1-piperazinyl)quinoxaline). The solvent is C(C)#N (acetonitrile), C(C)#N (acetonitrile), O (water). Conditions: time 90 minute. The product is CN1CCN(CC1)C1=NC2=CC=C(C=C2N=C1N1CCN(CC1)C)N=C(CC)N(C)C (N'-[2,3-bis(4-methyl-1-piperazinyl)-6-quinoxalinyl]-N,N-dimethylpropionamidine). Reaction SMILES: [CH3:1][N:2]([CH3:7])[C:3](=O)[CH2:4][CH3:5].P(Cl)(Cl)(Cl)=O.[NH2:13][C:14]1[CH:15]=[C:16]2[C:21](=[CH:22][CH:23]=1)[N:20]=[C:19]([N:24]1[CH2:29][CH2:28][N:27]([CH3:30])[CH2:26][CH2:25]1)[C:18]([N:31]1[CH2:36][CH2:35][N:34]([CH3:37])[CH2:33][CH2:32]1)=[N:17]2.C>C(#N)C.O>[CH3:30][N:27]1[CH2:28][CH2:29][N:24]([C:19]2[C:18]([N:31]3[CH2:32][CH2:33][N:34]([CH3:37])[CH2:35][CH2:36]3)=[N:17][C:16]3[C:21](=[CH:22][CH:23]=[C:14]([N:13]=[C:3]([N:2]([CH3:7])[CH3:1])[CH2:4][CH3:5])[CH:15]=3)[N:20]=2)[CH2:25][CH2:26]1. Procedure details: To a solution of 11.33 g. (0.112 mole) of N,N-dimethylpropionamide in 110 ml. of acetonitrile (dried over molecular sieves) is added 8.3 ml. of phosphorous oxychloride at 5°-10° C. The mixture is stirred at room temperature for 90 minutes. To the resulting yellow solution is added 13.7 g. (0.040 mole) of 6-amino-2,3-bis(4-methyl-1-piperazinyl)quinoxaline (prepared as in Example 1) in several portions with stirring. The mixture is placed in an oil bath at 65° C. and stirred for 16 hours. The reac... Reactants: Cc1cccc(N=C=O)c1, CC(C)(C)OC(=O)C1CCC(c2ccccc2)N1C(=O)CN, C1CCOC1. Yields the product Cc1cccc(NC(=O)NCC(=O)N2C(C(=O)OC(C)(C)C)CCC2c2ccccc2)c1. RXN SMILES: [CH3:1][c:2]1[cH:3][c:4]([N:8]=[C:9]=[O:10])[cH:5][cH:6][cH:7]1.[NH2:11][CH2:12][C:13](=[O:14])[N:15]1[CH:16]([C:17](=[O:18])[O:19][C:20]([CH3:21])([CH3:22])[CH3:23])[CH2:24][CH2:25][CH:26]1[c:27]1[cH:28][cH:29][cH:30][cH:31][cH:32]1.[O:33]1[CH2:34][CH2:35][CH2:36][CH2:37]1>>[CH3:1][c:2]1[cH:3][c:4]([NH:8][C:9](=[O:10])[NH:11][CH2:12][C:13](=[O:14])[N:15]2[CH:16]([C:17](=[O:18])[O:19][C:20]([CH3:21])([CH3:22])[CH3:23])[CH2:24][CH2:25][CH:26]2[c:27]2[cH:28][cH:29][cH:30][cH:31][cH:32]2)[cH:5][cH:6][cH:7]1.